From a dataset of the Open Reaction Database (ORD), a public repository of structured organic reaction records. describe an organic reaction: reactants, conditions, products, and yield The reactants are N#CCCSSCCC#N, CCCC(=O)[O-], CSc1c[nH]nc1-c1cccnc1, Ic1c[nH]nc1-c1cccnc1. Product: N#CCCSc1c[nH]nc1-c1cccnc1. Reaction SMILES: [C:14](#[N:15])[CH2:16][CH2:17][S:18][S:19][CH2:20][CH2:21][C:22]#[N:23].[CH2:36]([CH2:37][C:38]([O-:39])=[O:40])[CH3:41].[CH3:1][S:2][c:3]1[c:4](-[c:8]2[cH:9][n:10][cH:11][cH:12][cH:13]2)[n:5][nH:6][cH:7]1.[I:24][c:25]1[c:26](-[c:27]2[cH:28][n:29][cH:30][cH:31][cH:32]2)[n:33][nH:34][cH:35]1>>[CH2:1]([S:2][c:3]1[c:4](-[c:8]2[cH:9][n:10][cH:11][cH:12][cH:13]2)[n:5][nH:6][cH:7]1)[CH2:16][C:14]#[N:15]. The reactants are COC(=O)c1ccc(C#Cc2cc(C3CC3)c3c(c2)C(C)(C)CC2(CC2)O3)cc1F, CO, CC#N, [Na+], [OH-], O. The product is CC1(C)CC2(CC2)Oc2c(C3CC3)cc(C#Cc3ccc(C(=O)O)c(F)c3)cc21. Reaction SMILES: [CH3:1][O:2][C:3]([c:4]1[c:5]([F:29])[cH:6][c:7]([C:10]#[C:11][c:12]2[cH:13][c:14]([CH:26]3[CH2:27][CH2:28]3)[c:15]3[c:16]([cH:25]2)[C:17]([CH3:23])([CH3:24])[CH2:18][C:19]2([O:20]3)[CH2:21][CH2:22]2)[cH:8][cH:9]1)=[O:30].[CH3:31][OH:32].[CH3:36][C:37]#[N:38].[Na+:34].[OH-:33].[OH2:35]>>[O:2]=[C:3]([c:4]1[c:5]([F:29])[cH:6][c:7]([C:10]#[C:11][c:12]2[cH:13][c:14]([CH:26]3[CH2:27][CH2:28]3)[c:15]3[c:16]([cH:25]2)[C:17]([CH3:23])([CH3:24])[CH2:18][C:19]2([O:20]3)[CH2:21][CH2:22]2)[cH:8][cH:9]1)[OH:30]. Reactants: ClC1=NC=CC(=C1)C1=CN=C2N1C=C(C=C2)NC2CC(CCC2)O ((1SR,3RS)-3-[3-(2-Chloro-pyridin-4-yl)-imidazo[1,2-a]pyridin-6-ylamino)-cyclohexanol), ClC1=NC=CC(=C1)C1=CN=C2N1C=C(C=C2)NC2CC(CCC2)O ((1SR,3RS)-3-[3-(2-Chloro-pyridin-4-yl)-imidazo[1,2-a]pyridin-6-ylamino)-cyclohexanol), O1C=C(C=C1)B(O)O (3-furyl boronic acid). The product is O1C=C(C=C1)C1=NC=CC(=C1)C1=CN=C2N1C=C(C=C2)NC2CC(CCC2)O ((1SR,3RS)-3-[3-(2-Furan-3-yl-pyridin-4-yl)-imidazo[1,2-a]pyridin-6-ylamino]-cyclohexanol). As a reaction SMILES: Cl[C:2]1[CH:7]=[C:6]([C:8]2[N:12]3[CH:13]=[C:14]([NH:17][CH:18]4[CH2:23][CH2:22][CH2:21][CH:20]([OH:24])[CH2:19]4)[CH:15]=[CH:16][C:11]3=[N:10][CH:9]=2)[CH:5]=[CH:4][N:3]=1.[O:25]1[CH:29]=[CH:28][C:27](B(O)O)=[CH:26]1>>[O:25]1[CH:29]=[CH:28][C:27]([C:2]2[CH:7]=[C:6]([C:8]3[N:12]4[CH:13]=[C:14]([NH:17][CH:18]5[CH2:23][CH2:22][CH2:21][CH:20]([OH:24])[CH2:19]5)[CH:15]=[CH:16][C:11]4=[N:10][CH:9]=3)[CH:5]=[CH:4][N:3]=2)=[CH:26]1. Procedure details: The title compound is prepared from (1SR,3RS)-3-[3-(2-Chloro-pyridin-4-yl)-imidazo[1,2-a]pyridin-6-ylamino)-cyclohexanol (Intermediate R) and 3-furyl boronic acid using a procedure analogous to that described in Example 2.3.